Dataset: the Open Reaction Database (ORD), a public repository of structured organic reaction records. Task: describe an organic reaction: reactants, conditions, products, and yield Reactants: CN(C(OCC)=O)C (ethyl N,N-dimethylcarbamate), CC=1SC=C(C1)C1=CC=CC=C1 (2-methyl-4-phenylthiophene), CN(C)CCN(C)C (TMEDA), [Li]CCCC (BuLi), [NH4+].[Cl-] (NH4Cl). Procedure: A solution of 12.88 g (0.074 mol) of 2-methyl-4-phenylthiophene, 23.4 mL (0.16 mol) of TMEDA in 200 mL of diethyl ether (ether) was treated with 100 mL (0.16 mol) of 1.6M BuLi in hexane under stirring at −40° C. Then the reaction mixture was allowed to warm up to room temperature (r.t.) and was stirred for 3 h (white precipitate forms). The reaction mixture was cooled to −40° C. and treated with 8.76 g (0.075 mol) of ethyl N,N-dimethylcarbamate in 25 mL of ether. Then the reaction mixture was al... As a reaction SMILES: [CH3:1][C:2]1[S:3][CH:4]=[C:5]([C:7]2[CH:12]=[CH:11][CH:10]=[CH:9][CH:8]=2)[CH:6]=1.CN(CCN(C)C)C.[Li]CCCC.CN(C)[C:28](=O)[O:29]CC.[NH4+].[Cl-]>C(OCC)C.CCCCCC>[CH3:1][C:2]1[S:3][C:4]2[C:28](=[O:29])[C:12]3[CH:11]=[CH:10][CH:9]=[CH:8][C:7]=3[C:5]=2[CH:6]=1 |f:4.5|. Conditions: temperature -40 celsius. The solvent is CCOCC (ether), C(C)OCC (diethyl ether), CCCCCC (hexane). The product is CC1=CC2=C(S1)C(C=1C=CC=CC12)=O (2-methyl-8H-indeno[2,1-b]thiophen-8-one). Starting materials: O=C(NC1CCC2CN(Cc3ccccc3)CC21)C(c1ccc(F)cc1)c1ccc(F)cc1, CCO, [H][H], [OH-], [OH-], [Pd+2]. Yields the product O=C(NC1CCC2CNCC21)C(c1ccc(F)cc1)c1ccc(F)cc1. Reaction SMILES: [CH2:1]([c:2]1[cH:3][cH:4][cH:5][cH:6][cH:7]1)[N:8]1[CH2:9][CH:10]2[CH:11]([CH2:12]1)[CH:13]([NH:16][C:17]([CH:18]([c:19]1[cH:20][cH:21][c:22]([F:25])[cH:23][cH:24]1)[c:26]1[cH:27][cH:28][c:29]([F:32])[cH:30][cH:31]1)=[O:33])[CH2:14][CH2:15]2.[CH3:39][CH2:40][OH:41].[H:34][H:35].[OH-:36].[OH-:37].[Pd+2:38]>>[NH:8]1[CH2:9][CH:10]2[CH:11]([CH2:12]1)[CH:13]([NH:16][C:17]([CH:18]([c:19]1[cH:20][cH:21][c:22]([F:25])[cH:23][cH:24]1)[c:26]1[cH:27][cH:28][c:29]([F:32])[cH:30][cH:31]1)=[O:33])[CH2:14][CH2:15]2. Reactants: C(C)N(C1=C(C=C(C(=C1)OC)OC)[C@H]1CC=2C=CC(=CC2CC1)OC(C(C)(C)C)=O)C(C1=CC=C(C=C1)O)=O (pivalic acid (R)-6-{2-[ethyl(4-hydroxybenzoyl)amino]-4,5-dimethoxyphenyl}-5,6,7,8-tetrahydronaphthalen-2-yl ester), C(CCC)N(C(CCl)=O)C (N-butyl-2-chloro-N-methylacetamide). Yields the product C(CCC)N(CCOC1=CC=C(CCCNC2=C(C=C(C(=C2)OC)OC)[C@H]2CC=3C=CC(=CC3CC2)O)C=C1)C ((R)-6-{2-{{4-[2-(Butylmethylamino)ethoxy]benzyl}ethylamino}-4,5-dimethoxyphenyl}-5,6,7,8-tetrahydronaphthalen-2-ol). The yield is 80.2%. Reaction SMILES: C([N:3]([C:31](=O)[C:32]1[CH:37]=[CH:36][C:35](O)=[CH:34]C=1)[C:4]1[CH:9]=[C:8]([O:10][CH3:11])[C:7]([O:12][CH3:13])=[CH:6][C:5]=1[C@@H:14]1[CH2:23][CH2:22][C:21]2[CH:20]=[C:19]([O:24]C(=O)C(C)(C)C)[CH:18]=[CH:17][C:16]=2[CH2:15]1)C.[CH2:40]([N:44]([CH3:49])[C:45](=O)[CH2:46]Cl)[CH2:41][CH2:42][CH3:43]>>[CH2:40]([N:44]([CH3:49])[CH2:45][CH2:46][O:10][C:8]1[CH:7]=[CH:6][C:36]([CH2:37][CH2:32][CH2:31][NH:3][C:4]2[CH:9]=[C:8]([O:10][CH3:11])[C:7]([O:12][CH3:13])=[CH:6][C:5]=2[C@@H:14]2[CH2:23][CH2:22][C:21]3[CH:20]=[C:19]([OH:24])[CH:18]=[CH:17][C:16]=3[CH2:15]2)=[CH:35][CH:34]=1)[CH2:41][CH2:42][CH3:43]. Procedure: Synthesized from pivalic acid (R)-6-{2-[ethyl(4-hydroxybenzoyl)amino]-4,5-dimethoxyphenyl}-5,6,7,8-tetrahydronaphthalen-2-yl ester (16 mg) and N-butyl-2-chloro-N-methylacetamide (8.9 mg) according to an analogous synthetic method to Example 404 and purified by LC-MS, the title compound (6.6 mg) was obtained. Procedure: (3R,4S,5R)-4-(diethoxy-phosphorylamino)-3-({1-(2-azido-ethyl}-propoxy)-5-methanesulfonyloxy-cyclohex-1-enecarboxylic acid ethyl ester (46) and Lindlar catalyst in ethanol was added. The flask was charged with hydrogen gas (1 atm) at room temperature. The resulting suspension was vigorously stirred for 24 hours. The reaction mixture was diluted with dichloro methane and the combined organic layers were filtered through a Celite pad. The combined organic phases were dried over Na2SO4 and the combi... Reaction SMILES: [CH2:1]([O:3][C:4]([C:6]1[CH2:11][CH:10]([O:12][S:13]([CH3:16])(=[O:15])=[O:14])[CH2:9][CH2:8][C:7]=1[O:17][CH:18]([CH2:21][CH2:22][N:23]=[N+]=[N-])[CH2:19][CH3:20])=[O:5])[CH3:2].[H][H]>[Pd].CC([O-])=O.CC([O-])=O.[Pb+2].C(O)C.ClCCl>[CH2:1]([O:3][C:4]([C:6]1[CH2:11][CH:10]([O:12][S:13]([CH3:16])(=[O:14])=[O:15])[CH2:9][CH2:8][C:7]=1[O:17][CH:18]([CH2:21][CH2:22][NH2:23])[CH2:19][CH3:20])=[O:5])[CH3:2] |f:2.3.4.5|. Product: (3R,4S,5R)-4-(diethoxy-phosphorylamino), C(C)OC(=O)C1=C(CCC(C1)OS(=O)(=O)C)OC(CC)CCN ({1-(2-amino-ethyl}-propoxy)-5-methanesulfonyloxy-cyclohex-1-enecarboxylic acid ethyl ester). Reagents/catalysts: [Pd].CC(=O)[O-].CC(=O)[O-].[Pb+2] (Lindlar catalyst). Run in ClCCl (dichloro methane), C(C)O (ethanol). Run at time 24 hour. The reactants are [H][H] (hydrogen), C(C)OC(=O)C1=C(CCC(C1)OS(=O)(=O)C)OC(CC)CCN=[N+]=[N-] ({1-(2-azido-ethyl}-propoxy)-5-methanesulfonyloxy-cyclohex-1-enecarboxylic acid ethyl ester). Starting materials: CCN(C(C)C)C(C)C, O=C(Cl)C1CC1, Nc1nc2ccc(Oc3cccc(C(=O)Nc4ccc(C(F)(F)F)cc4)c3)cc2s1, C1CCOC1, O. Product: O=C(Nc1ccc(C(F)(F)F)cc1)c1cccc(Oc2ccc3nc(NC(=O)C4CC4)sc3c2)c1. As a reaction SMILES: [CH2:37]([N:38]([CH:39]([CH3:40])[CH3:41])[CH:42]([CH3:43])[CH3:44])[CH3:45].[CH:31]1([C:34](=[O:35])[Cl:36])[CH2:32][CH2:33]1.[NH2:1][c:2]1[s:3][c:4]2[c:5]([n:6]1)[cH:7][cH:8][c:9]([O:11][c:12]1[cH:13][c:14]([C:15](=[O:16])[NH:17][c:18]3[cH:19][cH:20][c:21]([C:24]([F:25])([F:26])[F:27])[cH:22][cH:23]3)[cH:28][cH:29][cH:30]1)[cH:10]2.[O:47]1[CH2:48][CH2:49][CH2:50][CH2:51]1.[OH2:46]>>[NH:1]([c:2]1[s:3][c:4]2[c:5]([n:6]1)[cH:7][cH:8][c:9]([O:11][c:12]1[cH:13][c:14]([C:15](=[O:16])[NH:17][c:18]3[cH:19][cH:20][c:21]([C:24]([F:25])([F:26])[F:27])[cH:22][cH:23]3)[cH:28][cH:29][cH:30]1)[cH:10]2)[C:34]([CH:31]1[CH2:32][CH2:33]1)=[O:35].